This data is from the Open Reaction Database (ORD), a public repository of structured organic reaction records. The task is: describe an organic reaction: reactants, conditions, products, and yield Starting materials: CC(C)=CCCC(C)=CCN, COC(=O)C(=O)O, [Cl-]. Product: COC(=O)C(=O)NCC=C(C)CCC=C(C)C. RXN SMILES: [CH2:1]([CH:2]=[C:3]([CH3:4])[CH2:5][CH2:6][CH:7]=[C:8]([CH3:9])[CH3:10])[NH2:11].[CH3:13][O:14][C:15]([C:16](=[O:17])[OH:18])=[O:19].[Cl-:12]>>[CH2:1]([CH:2]=[C:3]([CH3:4])[CH2:5][CH2:6][CH:7]=[C:8]([CH3:9])[CH3:10])[NH:11][C:16]([C:15]([O:14][CH3:13])=[O:19])=[O:17]. Starting materials: O=C(c1ccccc1)c1cccn1N1C(=O)c2ccccc2C1=O, CN, CCO, O. The product is Nn1cccc1C(=O)c1ccccc1. Reaction SMILES: [C:1]([c:2]1[cH:3][cH:4][cH:5][cH:6][cH:7]1)(=[O:8])[c:9]1[n:10]([N:14]2[C:15](=[O:16])[c:17]3[cH:18][cH:19][cH:20][cH:21][c:22]3[C:23]2=[O:24])[cH:11][cH:12][cH:13]1.[CH3:25][NH2:26].[CH3:27][CH2:28][OH:29].[OH2:30]>>[C:1]([c:2]1[cH:3][cH:4][cH:5][cH:6][cH:7]1)(=[O:8])[c:9]1[n:10]([NH2:14])[cH:11][cH:12][cH:13]1. The reactants are BrCCc1ccccc1, CC#N, CO, CS(C)=O, ClCCl, OC(c1ccccc1)(c1ccccc1)C12CCN(CC1)CC2. Yields the product [Br-], OC(c1ccccc1)(c1ccccc1)C12CC[N+](CCc3ccccc3)(CC1)CC2. As a reaction SMILES: [Br:23][CH2:24][CH2:25][c:26]1[cH:27][cH:28][cH:29][cH:30][cH:31]1.[CH3:32][C:33]#[N:34].[CH3:38][OH:39].[CH3:40][S:41]([CH3:42])=[O:43].[Cl:35][CH2:36][Cl:37].[N:1]12[CH2:2][CH2:3][C:4]([C:9]([OH:10])([c:11]3[cH:12][cH:13][cH:14][cH:15][cH:16]3)[c:17]3[cH:18][cH:19][cH:20][cH:21][cH:22]3)([CH2:5][CH2:6]1)[CH2:7][CH2:8]2>>[Br-:23].[N+:1]12([CH2:24][CH2:25][c:26]3[cH:27][cH:28][cH:29][cH:30][cH:31]3)[CH2:2][CH2:3][C:4]([C:9]([OH:10])([c:11]3[cH:12][cH:13][cH:14][cH:15][cH:16]3)[c:17]3[cH:18][cH:19][cH:20][cH:21][cH:22]3)([CH2:5][CH2:6]1)[CH2:7][CH2:8]2. Run in C(Cl)Cl (DCM), C(Cl)Cl (DCM), C(Cl)Cl (DCM). As a reaction SMILES: [F:1][C:2]1[CH:10]=[CH:9][C:8]2[CH:7]([CH2:11]O)[CH2:6][CH2:5][C:4]=2[C:3]=1[C:13]#[N:14].CC(OI1(OC(C)=O)(OC(C)=O)OC(=O)C2C1=CC=CC=2)=O.[O-]S([O-])(=S)=O.[Na+].[Na+].C([N:51]1[CH2:56][CH2:55][NH:54][CH2:53][CH2:52]1)(OC(C)(C)C)=O.C([BH3-])#N.[Na+]>C(Cl)Cl.CC(O)=O>[F:1][C:2]1[CH:10]=[CH:9][C:8]2[CH:7]([CH2:11][N:51]3[CH2:56][CH2:55][NH:54][CH2:53][CH2:52]3)[CH2:6][CH2:5][C:4]=2[C:3]=1[C:13]#[N:14] |f:2.3.4,6.7|. The reagents and catalysts are CC(=O)O (HOAc). The reactants are FC1=C(C=2CCC(C2C=C1)CO)C#N (5-Fluoro-1-(hydroxymethyl)-2,3-dihydro-1H-indene-4-carbonitrile), CC(=O)OI1(C2=CC=CC=C2C(=O)O1)(OC(=O)C)OC(=O)C (Dess-MartinPeriodinane), [O-]S(=O)(=S)[O-].[Na+].[Na+] (Na2S2O3), C(=O)(OC(C)(C)C)N1CCNCC1 (N-Boc-piperazine), C(#N)[BH3-].[Na+] (Sodium Cyanoborohydride). Procedure details: A solution of 5-Fluoro-1-(hydroxymethyl)-2,3-dihydro-1H-indene-4-carbonitrile (20 mg, 0.105 mmol) in DCM was treated with Dess-MartinPeriodinane (89 mg, 0.209 mmol) in DCM. When TLC showed the reaction was done, Na2S2O3 was added to the reaction. The solution was stirred vigorously until the two layers turned clear. The mixture was extracted with DCM, and the DCM layer was washed with Na2CO3 and brine, dried over sodium sulfate, and concentrated. The resulting oil was then treated with N-Boc-pip... Yields the product FC1=C(C=2CCC(C2C=C1)CN1CCNCC1)C#N (5-Fluoro-1-(piperazin-1-ylmethyl)-2,3-dihydro-1H-indene-4-carbonitrile). Starting materials: ClC1=CC=C(C=C1)C1=C(C(=C(S1)C(=O)OCC)C1=CC(=C(C=C1)S(N)(=O)=O)C)C (Ethyl 5-(4-chlorophenyl)-4-methyl-3-(3-methyl-4-sulfamoylphenyl)thiophene-2-carboxylate), [OH-].[Na+] (sodiumhydroxide), Cl (HCl). Solvent: O (water), C(C)O (ethanol), O (water). Reaction conditions: temperature 75 celsius, time 2 hour. Yields the product ClC1=CC=C(C=C1)C1=C(C(=C(S1)C(=O)O)C1=CC(=C(C=C1)S(N)(=O)=O)C)C (5-(4-chlorophenyl)-4-methyl-3-(3-methyl-4-sulfamoylphenyl)thiophene-2-carboxylic acid). Yield: 94.4%. RXN SMILES: [Cl:1][C:2]1[CH:7]=[CH:6][C:5]([C:8]2[S:12][C:11]([C:13]([O:15]CC)=[O:14])=[C:10]([C:18]3[CH:23]=[CH:22][C:21]([S:24](=[O:27])(=[O:26])[NH2:25])=[C:20]([CH3:28])[CH:19]=3)[C:9]=2[CH3:29])=[CH:4][CH:3]=1.[OH-].[Na+].Cl>C(O)C.O>[Cl:1][C:2]1[CH:3]=[CH:4][C:5]([C:8]2[S:12][C:11]([C:13]([OH:15])=[O:14])=[C:10]([C:18]3[CH:23]=[CH:22][C:21]([S:24](=[O:27])(=[O:26])[NH2:25])=[C:20]([CH3:28])[CH:19]=3)[C:9]=2[CH3:29])=[CH:6][CH:7]=1 |f:1.2|. Procedure details: Ethyl 5-(4-chlorophenyl)-4-methyl-3-(3-methyl-4-sulfamoylphenyl)thiophene-2-carboxylate (41c, 0.6 g, 1.33 mmol) was suspended in ethanol (20 ml) and a solution of sodiumhydroxide (0.1 g, 2.66 mmol) in water (2 ml] was added to it at 25° C. The reaction mixture was then heated at 75° C. under stirring for 2 hours. The progress of the reaction was monitored by TLC. The reaction mixture was concentrated under reduced pressure. The residue so obtained was then diluted with water (5 ml) and the mixtu... The reactants are ClC=1C2=C(N=CN1)OC(=C2C2=CC=C(C=C2)CC)C2=C(C=CC=C2)F (4-chloro-5-(4-ethylphenyl)-6-(2-fluorophenyl)furo[2,3-d]pyrimidine), [OH-].[Na+] (sodium hydroxide), C1(CC(CCC1)O)O (cyclohexane-1,3-diol), Cl (hydrochloric acid). Reagents/catalysts: S(=O)(=O)(O)[O-].C(CCC)[N+](CCCC)(CCCC)CCCC (tetra-n-butylammonium hydrogen sulfate). The solvent is C1(=CC=CC=C1)C (toluene), COCCOC (1,2-dimethoxyethane), O (water). Run at temperature 70 celsius, time 17 hour. Yields the product C(C)C1=CC=C(C=C1)C1=C(OC=2N=CN=C(C21)OC2CC(CCC2)O)C2=C(C=CC=C2)F (3-{[5-(4-Ethylphenyl)-6-(2-fluorophenyl)furo[2,3-d]pyrimidin-4-yl]oxy}cyclohexanol). As a reaction SMILES: [OH-].[Na+].[CH:3]1([OH:10])[CH2:8][CH2:7][CH2:6][CH:5]([OH:9])[CH2:4]1.Cl[C:12]1[C:13]2[C:20]([C:21]3[CH:26]=[CH:25][C:24]([CH2:27][CH3:28])=[CH:23][CH:22]=3)=[C:19]([C:29]3[CH:34]=[CH:33][CH:32]=[CH:31][C:30]=3[F:35])[O:18][C:14]=2[N:15]=[CH:16][N:17]=1.Cl>C1(C)C=CC=CC=1.COCCOC.O.S([O-])(O)(=O)=O.C([N+](CCCC)(CCCC)CCCC)CCC>[CH2:27]([C:24]1[CH:23]=[CH:22][C:21]([C:20]2[C:13]3[C:12]([O:9][CH:5]4[CH2:6][CH2:7][CH2:8][CH:3]([OH:10])[CH2:4]4)=[N:17][CH:16]=[N:15][C:14]=3[O:18][C:19]=2[C:29]2[CH:34]=[CH:33][CH:32]=[CH:31][C:30]=2[F:35])=[CH:26][CH:25]=1)[CH3:28] |f:0.1,8.9|. Procedure: Add 4.5 ml of 12.5N sodium hydroxide solution at 70° C. to a mixture of 1.65 g (14.17 mmol) of cyclohexane-1,3-diol in 45 ml of toluene, 15 ml of 1,2-dimethoxyethane and 15 ml of water. After adding 0.19 g (0.57 mmol) of tetra-n-butylammonium hydrogen sulfate and 2.0 g (5.67 mmol) of 4-chloro-5-(4-ethylphenyl)-6-(2-fluorophenyl)furo[2,3-d]pyrimidine, stir the reaction mixture at 70° C. for 17 hours. After cooling to room temperature, adjust to pH 7 with conc. hydrochloric acid. Extract with dich... Reactants: C(=O)O (formic acid), CN1CCN(CC1)CC1=NN=C2N1C=C(C=C2)O[C@@H]2CC[C@@H](C1=CC=CC=C21)N ((1S,4R)-4-[3-(4-Methyl-piperazin-1-ylmethyl)-[1,2,4]triazolo[4,3-a]pyridin-6-yloxy]-1,2,3,4-tetrahydro-naphthalen-1-ylamine), C(C)(C)N(CC)C(C)C (diisopropylethylamine), ClC(COC(NC=1N(N=C(C1)C(C)(C)C)C1=CC=C(C=C1)C)=O)(Cl)Cl ([5-tert-butyl-2-p-tolyl-2H-pyrazol-3-yl]-carbamic acid 2,2,2-trichloro-ethyl ester). Reaction conditions: temperature 60 celsius. As a reaction SMILES: [CH3:1][N:2]1[CH2:7][CH2:6][N:5]([CH2:8][C:9]2[N:13]3[CH:14]=[C:15]([O:18][C@H:19]4[C:28]5[C:23](=[CH:24][CH:25]=[CH:26][CH:27]=5)[C@@H:22]([NH2:29])[CH2:21][CH2:20]4)[CH:16]=[CH:17][C:12]3=[N:11][N:10]=2)[CH2:4][CH2:3]1.ClC(Cl)(Cl)C[O:33][C:34](=[O:52])[NH:35][C:36]1[N:37]([C:45]2[CH:50]=[CH:49][C:48]([CH3:51])=[CH:47][CH:46]=2)[N:38]=[C:39]([C:41]([CH3:44])([CH3:43])[CH3:42])[CH:40]=1.C(N(C(C)C)CC)(C)C.C(O)=O>O1CCOCC1>[CH:34]([OH:52])=[O:33].[C:41]([C:39]1[CH:40]=[C:36]([NH:35][C:34]([NH:29][C@@H:22]2[C:23]3[C:28](=[CH:27][CH:26]=[CH:25][CH:24]=3)[C@H:19]([O:18][C:15]3[CH:16]=[CH:17][C:12]4[N:13]([C:9]([CH2:8][N:5]5[CH2:4][CH2:3][N:2]([CH3:1])[CH2:7][CH2:6]5)=[N:10][N:11]=4)[CH:14]=3)[CH2:20][CH2:21]2)=[O:33])[N:37]([C:45]2[CH:50]=[CH:49][C:48]([CH3:51])=[CH:47][CH:46]=2)[N:38]=1)([CH3:44])([CH3:42])[CH3:43] |f:5.6|. Solvent: O1CCOCC1 (1,4-dioxane). Yields the product C(=O)O.C(C)(C)(C)C=1C=C(N(N1)C1=CC=C(C=C1)C)NC(=O)N[C@H]1CC[C@H](C2=CC=CC=C12)OC=1C=CC=2N(C1)C(=NN2)CN2CCN(CC2)C (1-(5-tert-Butyl-2-p-tolyl-2H-pyrazol-3-yl)-3-{(1S,4R)-4-[3-(4-methyl-piperazin-1-ylmethyl)-[1,2,4]triazolo[4,3-a]pyridin-6-yloxy]-1,2,3,4-tetrahydro-naphthalen-1-yl}-urea formate salt). Procedure details: Intermediate 14c (120 mg, 0.31 mmol) was dissolved in 1,4-dioxane (2.0 mL) and [5-tert-butyl-2-p-tolyl-2H-pyrazol-3-yl]-carbamic acid 2,2,2-trichloro-ethyl ester (Synthetic Communications, 2009, 39, 3999-4009, which is incorporated herein by reference in its entirety; 124 mg, 0.31 mmol) and diisopropylethylamine (106 μL, 0.61 mmol) were added. The reaction was heated to 60° C. for 20 h. After cooling, the mixture was partitioned between EtOAc (50 mL) and water (50 mL), and extracted into EtOAc (...